This data is from the Open Reaction Database (ORD), a public repository of structured organic reaction records. The task is: describe an organic reaction: reactants, conditions, products, and yield Starting materials: CN(C1CCCc2c(OCC(=O)OC(C)(C)C)cccc21)S(=O)(=O)c1cc(F)cc(C(F)(F)F)c1, O=C([O-])[O-], CN(C)C=O, Sc1ccc(Cl)cc1, Cl, [K+], [K+]. Yields the product CN(C1CCCc2c(OCC(=O)OC(C)(C)C)cccc21)S(=O)(=O)c1cc(Sc2ccc(Cl)cc2)cc(C(F)(F)F)c1. Reaction SMILES: [C:1]([CH3:2])([CH3:3])([CH3:4])[O:5][C:6]([CH2:7][O:8][c:9]1[cH:10][cH:11][cH:12][c:13]2[c:18]1[CH2:17][CH2:16][CH2:15][CH:14]2[N:19]([CH3:20])[S:21](=[O:22])(=[O:23])[c:24]1[cH:25][c:26]([F:34])[cH:27][c:28]([C:30]([F:31])([F:32])[F:33])[cH:29]1)=[O:35].[C:44](=[O:45])([O-:46])[O-:47].[CH3:51][N:52]([CH3:53])[CH:54]=[O:55].[Cl:36][c:37]1[cH:38][cH:39][c:40]([SH:43])[cH:41][cH:42]1.[ClH:50].[K+:48].[K+:49]>>[C:1]([CH3:2])([CH3:3])([CH3:4])[O:5][C:6]([CH2:7][O:8][c:9]1[cH:10][cH:11][cH:12][c:13]2[c:18]1[CH2:17][CH2:16][CH2:15][CH:14]2[N:19]([CH3:20])[S:21](=[O:22])(=[O:23])[c:24]1[cH:25][c:26]([S:43][c:40]2[cH:39][cH:38][c:37]([Cl:36])[cH:42][cH:41]2)[cH:27][c:28]([C:30]([F:31])([F:32])[F:33])[cH:29]1)=[O:35]. Starting materials: ClC1=CC(=C(C#N)C=C1)F (4-Chloro-2-fluorobenzonitrile), OC=1C(=C(C=O)C=CC1)OC (3-hydroxy-2-methoxybenzaldehyde), C([O-])([O-])=O.[Cs+].[Cs+] (cesium carbonate), O (water). Solvent: CN(C)C=O (DMF). Product: ClC1=CC(=C(C#N)C=C1)OC1=CC(=C(C=C1)OC)C=O (4-chloro-2-(3-formyl-4-methoxy-phenoxy)-benzonitrile). Isolated yield 90.2%. RXN SMILES: [Cl:1][C:2]1[CH:9]=[CH:8][C:5]([C:6]#[N:7])=[C:4](F)[CH:3]=1.O[C:12]1[C:13]([O:20][CH3:21])=[C:14]([CH:17]=[CH:18][CH:19]=1)[CH:15]=[O:16].C(=O)([O-])[O-:23].[Cs+].[Cs+].O>CN(C=O)C>[Cl:1][C:2]1[CH:9]=[CH:8][C:5]([C:6]#[N:7])=[C:4]([O:23][C:18]2[CH:19]=[CH:12][C:13]([O:20][CH3:21])=[C:14]([CH:15]=[O:16])[CH:17]=2)[CH:3]=1 |f:2.3.4|. Reported procedure: 4-Chloro-2-fluorobenzonitrile (0.65 g, 4.2 mmol), 3-hydroxy-2-methoxybenzaldehyde (0.64 g, 4.2 mmol) and cesium carbonate (1.37 g, 4.2 mmol) were heated with stirring in dry DMF (4 ml) at 50° C. for 18 h. The reaction mixture was cooled, poured into water and extracted with ethyl acetate. The ethyl acetate layer was separated, washed with water (2×), 10% aqueous sodium carbonate (2×), water and brine and dried over MgSO4. After filtration, the solvent was removed in vacuo to yield 4-chloro-2-(3-...